From a dataset of the Open Reaction Database (ORD), a public repository of structured organic reaction records. describe an organic reaction: reactants, conditions, products, and yield Reactants: O=C(NCCc1ccccc1)c1ccc(OC(F)(F)F)cc1, [Na+], [OH-], O, O=P(Cl)(Cl)Cl, Cc1ccccc1C. The product is FC(F)(F)Oc1ccc(C2NCCc3ccccc32)cc1. Reaction SMILES: [CH2:1]([CH2:2][c:3]1[cH:4][cH:5][cH:6][cH:7][cH:8]1)[NH:9][C:10]([c:11]1[cH:12][cH:13][c:14]([O:17][C:18]([F:19])([F:20])[F:21])[cH:15][cH:16]1)=[O:22].[Na+:30].[OH-:29].[OH2:28].[P:23]([Cl:24])([Cl:25])([Cl:26])=[O:27].[c:31]1([CH3:32])[c:33]([CH3:34])[cH:35][cH:36][cH:37][cH:38]1>>[CH2:1]1[CH2:2][c:3]2[cH:4][cH:5][cH:6][cH:7][c:8]2[CH:10]([c:11]2[cH:12][cH:13][c:14]([O:17][C:18]([F:19])([F:20])[F:21])[cH:15][cH:16]2)[NH:9]1. The reactants are CCCCOC(=O)Cc1sc2nc(Cc3ccc(Cl)c(Cl)c3)[nH]c(=O)c2c1C, Cl, [Na+], [OH-], O. The product is Cc1c(CC(=O)O)sc2nc(Cc3ccc(Cl)c(Cl)c3)[nH]c(=O)c12. As a reaction SMILES: [Cl:1][c:2]1[cH:3][c:4]([CH2:5][c:6]2[nH:7][c:8](=[O:24])[c:9]3[c:10]([n:11]2)[s:12][c:13]([CH2:16][C:17](=[O:18])[O:19][CH2:20][CH2:21][CH2:22][CH3:23])[c:14]3[CH3:15])[cH:25][cH:26][c:27]1[Cl:28].[ClH:31].[Na+:30].[OH-:29].[OH2:32]>>[Cl:1][c:2]1[cH:3][c:4]([CH2:5][c:6]2[nH:7][c:8](=[O:24])[c:9]3[c:10]([n:11]2)[s:12][c:13]([CH2:16][C:17](=[O:18])[OH:19])[c:14]3[CH3:15])[cH:25][cH:26][c:27]1[Cl:28].